This data is from the Open Reaction Database (ORD), a public repository of structured organic reaction records. The task is: describe an organic reaction: reactants, conditions, products, and yield The reactants are CI (Methyl iodide), S1C(=CC=C1)C(N)=S (thiophene-2-carbothioamide). The solvent is CC(=O)C (acetone). Conditions: temperature 23 celsius. Yields the product S1C(=CC=C1)C(=N)SC (Methyl thiophene-2-carbimidothioate). The yield is 97.0%. Reaction SMILES: [CH3:1]I.[S:3]1[CH:7]=[CH:6][CH:5]=[C:4]1[C:8](=[S:10])[NH2:9]>CC(C)=O>[S:3]1[CH:7]=[CH:6][CH:5]=[C:4]1[C:8]([S:10][CH3:1])=[NH:9]. Reported procedure: Methyl iodide (66 g; 0.46 mol) is added drop wise at 0° C. to a solution of thiophene-2-carbothioamide (50 g; 0.33 mol) in 500 ml of acetone. After the addition, stirring is maintained for two hours at 23° C. The precipitate formed is filtered on frit and washed twice with 100 ml of acetone before being dried under vacuum (in a bell jar). A yellow powder is obtained with a yield of 97%. The reactants are O=[N+]([O-])c1c[nH]c2ncc(C(F)(F)F)c(Cl)c12, Cl, [Na+], [OH-]. The product is Nc1c[nH]c2ncc(C(F)(F)F)c(Cl)c12. As a reaction SMILES: [Cl:1][c:2]1[c:3]2[c:4]([n:5][cH:6][c:7]1[C:8]([F:9])([F:10])[F:11])[nH:12][cH:13][c:14]2[N+:15]([O-:16])=[O:17].[ClH:20].[Na+:19].[OH-:18]>>[Cl:1][c:2]1[c:3]2[c:4]([n:5][cH:6][c:7]1[C:8]([F:9])([F:10])[F:11])[nH:12][cH:13][c:14]2[NH2:15]. The reactants are N([C@@H](CC(C)C)C(=O)CF)C(=O)OC(C)(C)C (Boc-LeuCH2F), Cl (HCl). The solvent is CCOCC (ether), CCOCC (ether). Conditions: time 1 hour. The product is N[C@@H](CC(C)C)C(=O)CF.Cl (LeuCH2F hydrochloride). Yield: 54.0%. RXN SMILES: [NH:1](C(OC(C)(C)C)=O)[C@H:2]([C:7]([CH2:9][F:10])=[O:8])[CH2:3][CH:4]([CH3:6])[CH3:5].[ClH:18]>CCOCC>[NH2:1][C@H:2]([C:7]([CH2:9][F:10])=[O:8])[CH2:3][CH:4]([CH3:6])[CH3:5].[ClH:18] |f:3.4|. Reported procedure: To a solution of Boc-LeuCH2F (1.53 g, 6.19 mmol) in ether (30 mL) was added a saturated solution of HCl in ether (20 mL). The mixture was stirred vigorously; a precipitate formed within 15 minutes. After 1 hour, the mixture was filtered, the solids were washed with ether (2×30 mL) and were then pumped dry overniqht: a second crop was obtained from the filtrate, giving 0.60 g (54%) of LeuCH2F hydrochloride. Boc-Phe-Gly-LeuOH (synthesized in several steps via mixed anhydride coupling of the approp... The reactants are O=C(NC1CCNCC1)c1ccccc1, O=C([O-])[O-], CC(C)O, [K+], [K+], O=C(CCl)c1ccc(O)c(O)c1. Yields the product O=C(CN1CCC(NC(=O)c2ccccc2)CC1)c1ccc(O)c(O)c1. Reaction SMILES: [C:13]([c:14]1[cH:15][cH:16][cH:17][cH:18][cH:19]1)(=[O:20])[NH:21][CH:22]1[CH2:23][CH2:24][NH:25][CH2:26][CH2:27]1.[C:28](=[O:29])([O-:30])[O-:31].[CH:34]([OH:35])([CH3:36])[CH3:37].[K+:32].[K+:33].[OH:1][c:2]1[cH:3][c:4]([C:5]([CH2:6][Cl:7])=[O:8])[cH:9][cH:10][c:11]1[OH:12]>>[OH:1][c:2]1[cH:3][c:4]([C:5]([CH2:6][N:25]2[CH2:24][CH2:23][CH:22]([NH:21][C:13]([c:14]3[cH:15][cH:16][cH:17][cH:18][cH:19]3)=[O:20])[CH2:27][CH2:26]2)=[O:8])[cH:9][cH:10][c:11]1[OH:12]. Starting materials: IC1=C2/C(/C(NC2=CC=C1)=O)=C/C=1NC=CC1 ((Z)-1,3-dihydro-4-iodo-3-[(1H-pyrrol-2-yl)methylene]-2H-indol-2-one), IC1=C2/C(/C(NC2=CC=C1)=O)=C/C=1NC=CC1 ((Z)-1,3-dihydro-4-iodo-3-[(1H-pyrrol-2-yl)methylene]-2H-indol-2-one), C(=O)([O-])[O-].[Na+].[Na+] (Na2CO3), C(=O)(O)C1=CC=C(C=C1)B(O)O (4-carboxyphenylboronic acid). Reagents/catalysts: Cl[Pd]([P](C1=CC=CC=C1)(C2=CC=CC=C2)C3=CC=CC=C3)([P](C4=CC=CC=C4)(C5=CC=CC=C5)C6=CC=CC=C6)Cl ((Ph3P)2PdCl2). Solvent: COCCOC (1,2-dimethoxyethane). Product: O=C\1NC2=CC=CC(=C2/C1=C/C=1NC=CC1)C1=CC=C(C(=O)O)C=C1 ((Z)-4-[2,3-Dihydro-2-oxo-3-[(1H-pyrrol-2-yl)methylene]-1H-indol-4-yl]-benzoic acid). The yield is 112.2%. As a reaction SMILES: I[C:2]1[CH:10]=[CH:9][CH:8]=[C:7]2[C:3]=1/[C:4](=[CH:12]/[C:13]1[NH:14][CH:15]=[CH:16][CH:17]=1)/[C:5](=[O:11])[NH:6]2.C([O-])([O-])=O.[Na+].[Na+].[C:24]([C:27]1[CH:32]=[CH:31][C:30](B(O)O)=[CH:29][CH:28]=1)([OH:26])=[O:25]>Cl[Pd](Cl)([P](C1C=CC=CC=1)(C1C=CC=CC=1)C1C=CC=CC=1)[P](C1C=CC=CC=1)(C1C=CC=CC=1)C1C=CC=CC=1.COCCOC>[O:11]=[C:5]1[NH:6][C:7]2[C:3](/[C:4]/1=[CH:12]/[C:13]1[NH:14][CH:15]=[CH:16][CH:17]=1)=[C:2]([C:30]1[CH:31]=[CH:32][C:27]([C:24]([OH:26])=[O:25])=[CH:28][CH:29]=1)[CH:10]=[CH:9][CH:8]=2 |f:1.2.3,^1:38,57|. Procedure: A solution of (Z)-1,3-dihydro-4-iodo-3-[(1H-pyrrol-2-yl)methylene]-2H-indol-2-one (30 mg, 0.089 mmol) (Starting Material 1), 2M aqueous Na2CO3 solution (151 μL, 0.303 mmol), (Ph3P)2PdCl2 (3 mg, 0.004 mmol) (Aldrich), and 4-carboxyphenylboronic acid (18 mg, 0.108 mmol) (Lancaster) in 4.5 mL of a 2:1 mixture of 1,2-dimethoxyethane:distilled water was heated at reflux under a nitrogen atmosphere for 20 h. The reaction mixture was allowed to cool to room temperature and then directly purified by fla... Starting materials: C(C)(C)(C)OC(=O)N1CCN=C(CC1)OC (1-(tert-butoxycarbonyl)-2,3,6,7-tetrahydro-5-methoxy-(1H)-1,4-diazepine), [Cl-].[NH4+] (ammonium chloride). Run in C(C)O (ethanol). Product: Cl.C(C)(C)(C)OC(=O)N1CCNC(CC1)=N (1-(tert-butoxycarbonyl)-hexahydro-5-imino-(1H)-1,4-diazepine hydrochloride). Isolated yield 92.9%. As a reaction SMILES: [C:1]([O:5][C:6]([N:8]1[CH2:14][CH2:13][C:12](OC)=[N:11][CH2:10][CH2:9]1)=[O:7])([CH3:4])([CH3:3])[CH3:2].[Cl-:17].[NH4+:18]>C(O)C>[ClH:17].[C:1]([O:5][C:6]([N:8]1[CH2:14][CH2:13][C:12](=[NH:18])[NH:11][CH2:10][CH2:9]1)=[O:7])([CH3:4])([CH3:3])[CH3:2] |f:1.2,4.5|. Reported procedure: A mixture of 1-(tert-butoxycarbonyl)-2,3,6,7-tetrahydro-5-methoxy-(1H)-1,4-diazepine (170 mg, 0.75 mmol) and ammonium chloride (40.1 mg, 0.75 mmol) in 2.0 mL of anhydrous ethanol was refluxed for 3 h. The solvent was then removed in vacuo and residue was triturated with 3×10 mL of ether to give 174 mg of 1-(tert-butoxycarbonyl)-hexahydro-5-imino-(1H)-1,4-diazepine hydrochloride as a light yellow solid.